This data is from the Open Reaction Database (ORD), a public repository of structured organic reaction records. The task is: describe an organic reaction: reactants, conditions, products, and yield Starting materials: BrC=1C=C(C(=NC1)O)C=1NC2=CC=CC(=C2C1)F (5-bromo-3-(4-fluoro-1H-indol-2-yl)pyridin-2-ol), CCN(C(C)C)C(C)C (DIPEA), O(S(=O)(=O)C(F)(F)F)S(=O)(=O)C(F)(F)F (Tf2O), CC(OCC)=O (EA). The reagents and catalysts are CN(C)C=1C=CN=CC1 (DMAP). Solvent: C(Cl)Cl (DCM), O (water). Conditions: time 3 hour. The product is FC(S(=O)(=O)OC1=NC=C(C=C1C=1NC2=CC=CC(=C2C1)F)Br)(F)F (5-bromo-3-(4-fluoro-1H-indol-2-yl)pyridin-2-yl trifluoromethanesulfonate). The yield is 69.8%. As a reaction SMILES: [Br:1][C:2]1[CH:3]=[C:4]([C:9]2[NH:10][C:11]3[C:16]([CH:17]=2)=[C:15]([F:18])[CH:14]=[CH:13][CH:12]=3)[C:5]([OH:8])=[N:6][CH:7]=1.CCN(C(C)C)C(C)C.[O:28](S(C(F)(F)F)(=O)=O)[S:29]([C:32]([F:35])([F:34])[F:33])(=O)=[O:30].CC(=O)OCC>CN(C1C=CN=CC=1)C.C(Cl)Cl.O>[F:33][C:32]([F:35])([F:34])[S:29]([O:8][C:5]1[C:4]([C:9]2[NH:10][C:11]3[C:16]([CH:17]=2)=[C:15]([F:18])[CH:14]=[CH:13][CH:12]=3)=[CH:3][C:2]([Br:1])=[CH:7][N:6]=1)(=[O:30])=[O:28]. Reported procedure: To a mixture of 5-bromo-3-(4-fluoro-1H-indol-2-yl)pyridin-2-ol (1.0 g, 3.26 mmol), DIPEA (1.26 g, 9.77 mmol) and DMAP (80 mg, 0.65 mmol) in 15 mL of DCM was added Tf2O (1.84 g, 6.51 mmol) at 0 dropwise. After stirring at room temperature for 3 hours, the mixture was suspended in water and extracted with DCM. Then the combined organic phase was washed with brine, dried over sodium sulfate and concentrated. After column chromatography (PE:EA=20:1), 5-bromo-3-(4-fluoro-1H-indol-2-yl)pyridin-2-yl tr... Starting materials: BrC1=NC=C(C(=O)NC2=CC=C(C=C2)F)C=C1 (6-bromo-N-(4-fluorophenyl)nicotinamide), C(CO)(=O)OC(C)(C)C (tert-butyl glycolate), CC(C)([O-])C.[K+] (potassium tert-butoxide). Run in C1CCOC1 (THF), C(C)(=O)OCC (ethyl acetate). Reaction conditions: temperature 70 celsius. Yields the product C(C)(C)(C)OC(COC1=NC=C(C=C1)C(NC1=CC=C(C=C1)F)=O)=O ([5-(4-Fluoroph Enylcarbamoyl)Pyridin-2-Yloxy]Acetic Acid Tert-Butyl Ester). The yield is 7.6%. Reaction SMILES: Br[C:2]1[CH:17]=[CH:16][C:5]([C:6]([NH:8][C:9]2[CH:14]=[CH:13][C:12]([F:15])=[CH:11][CH:10]=2)=[O:7])=[CH:4][N:3]=1.[C:18]([O:22][C:23]([CH3:26])([CH3:25])[CH3:24])(=[O:21])[CH2:19][OH:20].CC(C)([O-])C.[K+]>C1COCC1.C(OCC)(=O)C>[C:23]([O:22][C:18](=[O:21])[CH2:19][O:20][C:2]1[CH:17]=[CH:16][C:5]([C:6](=[O:7])[NH:8][C:9]2[CH:14]=[CH:13][C:12]([F:15])=[CH:11][CH:10]=2)=[CH:4][N:3]=1)([CH3:26])([CH3:25])[CH3:24] |f:2.3|. Reported procedure: A suspension of 6-bromo-N-(4-fluorophenyl)nicotinamide (0.112 g, 0.38 mmol), tert-butyl glycolate (0.1 g, 0.76 mmol), and potassium tert-butoxide (0.85 g, 0.76 mmol) in THF (10 mL) was heated in a sealed tube at 70° C. After 6 h the reaction mixture was diluted with ethyl acetate and washed with water bicarbonate and dried over sodium sulfate. Removal of the solvents provided a solid. Purification by reverse phase chromatography gave 0.010 g (8%) of the titled product as a white solid; MS (EI) m... The reactants are CCCc1ccc2c(Cl)ccnc2n1, Cc1ccc(Sc2cccc(O)c2)c(N)c1. Product: CCCc1ccc2c(Nc3cc(C)ccc3Sc3cccc(O)c3)ccnc2n1. As a reaction SMILES: [Cl:1][c:2]1[c:3]2[cH:4][cH:5][c:6]([CH2:12][CH2:13][CH3:14])[n:7][c:8]2[n:9][cH:10][cH:11]1.[NH2:15][c:16]1[c:17]([S:23][c:24]2[cH:25][c:26]([OH:30])[cH:27][cH:28][cH:29]2)[cH:18][cH:19][c:20]([CH3:22])[cH:21]1>>[c:2]1([NH:15][c:16]2[c:17]([S:23][c:24]3[cH:25][c:26]([OH:30])[cH:27][cH:28][cH:29]3)[cH:18][cH:19][c:20]([CH3:22])[cH:21]2)[c:3]2[cH:4][cH:5][c:6]([CH2:12][CH2:13][CH3:14])[n:7][c:8]2[n:9][cH:10][cH:11]1. The reactants are CO, COC(=O)c1cc(OC)ccn1, NN, O. The product is COc1ccnc(C(=O)NN)c1. As a reaction SMILES: [CH3:16][OH:17].[CH3:1][O:2][C:3](=[O:4])[c:5]1[n:6][cH:7][cH:8][c:9]([O:11][CH3:12])[cH:10]1.[NH2:14][NH2:15].[OH2:13]>>[O:2]=[C:3]([c:5]1[n:6][cH:7][cH:8][c:9]([O:11][CH3:12])[cH:10]1)[NH:14][NH2:15]. Starting materials: [N+](=O)([O-])C1=C(C(=CC(=C1)[N+](=O)[O-])[N+](=O)[O-])C (TNT), [N+](=O)([O-])[O-].[NH4+] (ammonium nitrate), [N+](=O)([O-])[O-].[K+] (potassium nitrate), [N+](=O)([O-])NC(=N)N (nitroguanidine), [N+](=O)(O)[O-].[N+](=O)(O)[O-].C(CN)N (ethylenediamine dinitrate). Yields the product [N+](=O)([O-])[O-].[NH4+] (ammonium nitrate), [N+](=O)(O)[O-].[N+](=O)(O)[O-].C(CN)N (ethylene diamine dinitrate), [N+](=O)(O)[O-].NC(=N)N (guanidine nitrate). RXN SMILES: [N+:1]([O-:4])([O-:3])=[O:2].[NH4+].[N+:6]([O-:9])([O-:8])=[O:7].[K+].[N+]([NH:14][C:15]([NH2:17])=[NH:16])([O-])=O.[N+:18]([O-:21])([OH:20])=[O:19].[N+]([O-])(O)=O.[CH2:26]([NH2:29])[CH2:27][NH2:28].[N+](C1C=C([N+]([O-])=O)C=C([N+]([O-])=O)C=1C)([O-])=O>>[N+:1]([O-:4])([O-:3])=[O:2].[NH4+:6].[N+:18]([O-:21])([OH:20])=[O:19].[N+:6]([O-:9])([OH:8])=[O:7].[CH2:26]([NH2:29])[CH2:27][NH2:28].[N+:1]([O-:4])([OH:3])=[O:2].[NH2:16][C:15]([NH2:17])=[NH:14] |f:0.1,2.3,5.6.7,9.10,11.12.13,14.15|. Procedure: U.S. Pat. No. 4,421,578 by Voreck, Jr., discloses an explosive mixture containing ammonium nitrate, potassium nitrate, nitroguanidine and ethylenediamine dinitrate. This composition was developed for explosive applications with an intent to replace TNT (2,4,6-trinitrotoluene). The eutectic formed when ammonium nitrate, ethylene diamine dinitrate and guanidine nitrate are mixed in the disclosed proportion has a melting temperature below 100° C. Propellant mixtures with such a low melting point ar... The reactants are C1(=CC=CC=C1)S (thiophenol), [F-].[K+] (potassium fluoride), C(C)#N (acetonitrile). Conditions: temperature 50 celsius, time 12 hour. Yields the product FC1=C(C(C#N)=C(C(=C1SC1=CC=CC=C1)SC1=CC=CC=C1)F)C#N (3,6-difluoro-4,5-bisphenylthiophthalonitrile). Reaction SMILES: [C:1]1([SH:7])[CH:6]=[CH:5][CH:4]=[CH:3][CH:2]=1.[F-:8].[K+].[C:10](#[N:12])[CH3:11]>>[F:8][C:3]1[C:2]([S:7][C:1]2[CH:6]=[CH:5][CH:4]=[CH:3][CH:2]=2)=[C:1]([S:7][C:1]2[CH:6]=[CH:5][CH:4]=[CH:3][CH:2]=2)[C:6]([F:8])=[C:11]([C:10]#[N:12])[C:11]=1[C:10]#[N:12] |f:1.2|. Procedure: In a four-neck flask having an inner volume of 200 ml, 19.6 g (98 m.mols) of 3,4,5,6 -tetrafluiorophthalonitrile, 21.6 g (196 m.mols) of thiophenol, 17.1 g (294 m.mols) of potassium fluoride (KF), and 100 ml of acetonitrile were placed and stirred at 50° C. for reaction for 12 hours. Then, the reaction mixture was cooled to room temperature. The yellow solid which formed consequently in the mixture was separated by filtration. The cake thus obtained was purified by washing first with methanol an... Reactants: CCCCCCCBr, Cc1ccccc1, CC(=O)O, CC=CC=O, [Cl-], [Mg], [NH4+], C1CCOC1, O. Product: CC=CC(O)CCCCCCC. As a reaction SMILES: [Br:2][CH2:3][CH2:4][CH2:5][CH2:6][CH2:7][CH2:8][CH3:9].[CH3:17][c:18]1[cH:19][cH:20][cH:21][cH:22][cH:23]1.[CH3:25][C:26](=[O:27])[OH:28].[CH:10]([CH:11]=[CH:12][CH3:13])=[O:14].[Cl-:15].[Mg:1].[NH4+:16].[O:29]1[CH2:30][CH2:31][CH2:32][CH2:33]1.[OH2:24]>>[CH2:3]([CH2:4][CH2:5][CH2:6][CH2:7][CH2:8][CH3:9])[CH:10]([CH:11]=[CH:12][CH3:13])[OH:14]. Reactants: CC1CO1, COC(=O)c1ccc(S)cc1. The product is COC(=O)c1ccc(SCC(C)O)cc1. RXN SMILES: [CH2:1]1[CH:2]([CH3:3])[O:4]1.[SH:5][c:6]1[cH:7][cH:8][c:9]([C:10](=[O:11])[O:12][CH3:13])[cH:14][cH:15]1>>[CH2:1]([CH:2]([CH3:3])[OH:4])[S:5][c:6]1[cH:7][cH:8][c:9]([C:10](=[O:11])[O:12][CH3:13])[cH:14][cH:15]1. Reactants: FC1=CC=C(C(=O)/N=C/2\NC3=C(C=C(C=N3)OCCO)N2[C@@H]2CC[C@@H](CC2)C(NC(C)C)=O)C=C1 ((E)-4-Fluoro-N-(6-(2-hydroxyethoxy)-1-(cis-4-(isopropylcarbamoyl)cyclohexyl)-1H-imidazo[4,5-e]pyridin-2(3H)-ylidene)benzamide), CC(=O)OI1(C=2C=CC=CC2C(=O)O1)(OC(=O)C)OC(=O)C (Dess-Martin periodinane). The solvent is C(Cl)Cl (DCM). Reaction conditions: temperature 0 celsius, time 1 hour. Yields the product FC1=CC=C(C(=O)/N=C/2\NC3=C(C=C(C=N3)OCC=O)N2[C@@H]2CC[C@@H](CC2)C(NC(C)C)=O)C=C1 ((E)-4-fluoro-N-(1-(cis-4-(isopropylcarbamoyl)cyclohexyl)-6-(2-oxoethoxy)-1H-imidazo[4,5-e]pyridin-2(3H)-ylidene)benzamide). As a reaction SMILES: [F:1][C:2]1[CH:35]=[CH:34][C:5]([C:6](/[N:8]=[C:9]2\[NH:10][C:11]3[N:16]=[CH:15][C:14]([O:17][CH2:18][CH2:19][OH:20])=[CH:13][C:12]=3[N:21]\2[C@H:22]2[CH2:27][CH2:26][C@@H:25]([C:28](=[O:33])[NH:29][CH:30]([CH3:32])[CH3:31])[CH2:24][CH2:23]2)=[O:7])=[CH:4][CH:3]=1.CC(OI1(OC(C)=O)(OC(C)=O)OC(=O)C2C=CC=CC1=2)=O>C(Cl)Cl>[F:1][C:2]1[CH:3]=[CH:4][C:5]([C:6](/[N:8]=[C:9]2\[NH:10][C:11]3[N:16]=[CH:15][C:14]([O:17][CH2:18][CH:19]=[O:20])=[CH:13][C:12]=3[N:21]\2[C@H:22]2[CH2:23][CH2:24][C@@H:25]([C:28](=[O:33])[NH:29][CH:30]([CH3:31])[CH3:32])[CH2:26][CH2:27]2)=[O:7])=[CH:34][CH:35]=1. Reported procedure: (E)-4-Fluoro-N-(6-(2-hydroxyethoxy)-1-(cis-4-(isopropylcarbamoyl)cyclohexyl)-1H-imidazo[4,5-e]pyridin-2(3H)-ylidene)benzamide (0.043 g, 0.089 mmol) was suspended in DCM (3.56 mL) under nitrogen, and the reaction flask was cooled to 0° C. To the flask was added Dess-Martin periodinane (0.057 g, 0.133 mmol), and the reaction was allowed to warm to RT and stirred for 1 hour. The reaction was quenched with aqueous NaHCO3 (8 mL) and sodium thiosulfate (85 mg). The product was extracted with 5% MeOH/D...